This data is from the Open Reaction Database (ORD), a public repository of structured organic reaction records. The task is: describe an organic reaction: reactants, conditions, products, and yield The reactants are [BH4-], CC(C)C[Al+]CC(C)C, C1CCOC1, Cc1ccccc1, CCO, [H-], CCOC(=O)c1nc2ccccc2cc1I, CC(C)CCOC(=O)c1nc2ccccc2cc1I, [Na+], O. The product is OCc1nc2ccccc2cc1I. As a reaction SMILES: [BH4-:53].[CH2:2]([Al+:3][CH2:4][CH:5]([CH3:6])[CH3:7])[CH:8]([CH3:9])[CH3:10].[CH2:55]1[O:56][CH2:57][CH2:58][CH2:59]1.[CH3:11][c:12]1[cH:13][cH:14][cH:15][cH:16][cH:17]1.[CH3:60][CH2:61][OH:62].[H-:1].[I:18][c:19]1[c:20]([C:29](=[O:30])[O:31][CH2:32][CH3:33])[n:21][c:22]2[cH:23][cH:24][cH:25][cH:26][c:27]2[cH:28]1.[I:34][c:35]1[c:36]([C:37]([O:38][CH2:39][CH2:40][CH:41]([CH3:42])[CH3:43])=[O:44])[n:45][c:46]2[c:47]([cH:48]1)[cH:49][cH:50][cH:51][cH:52]2.[Na+:54].[OH2:63]>>[I:18][c:19]1[c:20]([CH2:29][OH:30])[n:21][c:22]2[cH:23][cH:24][cH:25][cH:26][c:27]2[cH:28]1. The reactants are C1(CCCCC1)N=C=NC1CCCCC1 (dicyclohexylcarbodiimide), solution, C(C1=CC=CC=C1)ON[C@@H](CC(C)C)C(=O)NC(C(=O)OCC)C(=O)[O-] (ethyl N-(N-benzyloxyleucyl)aminomalonate), ON1C(CCC1=O)=O (N-hydroxysuccinimide), COC=1C=C(CN)C=CC1 ((3-methoxybenzyl)amine). Solvent: O1CCOCC1 (dioxane). Reaction conditions: time 2 hour. Product: C(C1=CC=CC=C1)ON[C@@H](CC(C)C)C(=O)NC(C(=O)OCC)C(NCC1=CC(=CC=C1)OC)=O (ethyl N-(N-benzyloxyleucyl)-α-[N-(3-methoxybenzyl)carbamoyl]glycinate). RXN SMILES: C1(N=C=NC2CCCCC2)CCCCC1.[CH2:16]([O:23][NH:24][C@H:25]([C:30]([NH:32][CH:33]([C:39]([O-:41])=O)[C:34]([O:36][CH2:37][CH3:38])=[O:35])=[O:31])[CH2:26][CH:27]([CH3:29])[CH3:28])[C:17]1[CH:22]=[CH:21][CH:20]=[CH:19][CH:18]=1.ON1C(=O)CCC1=O.[CH3:50][O:51][C:52]1[CH:53]=[C:54]([CH:57]=[CH:58][CH:59]=1)[CH2:55][NH2:56]>O1CCOCC1>[CH2:16]([O:23][NH:24][C@H:25]([C:30]([NH:32][CH:33]([C:39](=[O:41])[NH:56][CH2:55][C:54]1[CH:57]=[CH:58][CH:59]=[C:52]([O:51][CH3:50])[CH:53]=1)[C:34]([O:36][CH2:37][CH3:38])=[O:35])=[O:31])[CH2:26][CH:27]([CH3:28])[CH3:29])[C:17]1[CH:18]=[CH:19][CH:20]=[CH:21][CH:22]=1. Procedure: 1.03 g of dicyclohexylcarbodiimide was added to 30 ml of a solution of 1.83 g of ethyl N-(N-benzyloxyleucyl)aminomalonate, 0.58 g of N-hydroxysuccinimide and 1.3 ml of (3-methoxybenzyl)amine in anhydrous dioxane. The mixture was stirred at room temperature for 2 hours. The reaction mixture was filtered to remove-the insoluble materials. The filtrate was diluted with 100 ml of ethyl acetate. The resulting solution was washed with 1N hydrochloric acid, an aqueous solution saturated with sodium hyd... Reactants: O=C(O)C(F)(F)F, O, CC1(C)OC2C(COS(N)(=O)=O)CC(n3cnc4c(NC5CCc6ccccc65)ncnc43)C2O1. Product: NS(=O)(=O)OCC1CC(n2cnc3c(NC4CCc5ccccc54)ncnc32)C(O)C1O. RXN SMILES: [F:36][C:37]([F:38])([F:39])[C:40]([OH:41])=[O:42].[OH2:43].[S:1]([NH2:2])([O:3][CH2:4][CH:5]1[CH2:6][CH:7]([n:15]2[c:16]3[n:17][cH:18][n:19][c:20]([NH:24][CH:25]4[CH2:26][CH2:27][c:28]5[cH:29][cH:30][cH:31][cH:32][c:33]54)[c:21]3[n:22][cH:23]2)[CH:8]2[O:9][C:10]([CH3:13])([CH3:14])[O:11][CH:12]12)(=[O:34])=[O:35]>>[S:1]([NH2:2])([O:3][CH2:4][CH:5]1[CH2:6][CH:7]([n:15]2[c:16]3[n:17][cH:18][n:19][c:20]([NH:24][CH:25]4[CH2:26][CH2:27][c:28]5[cH:29][cH:30][cH:31][cH:32][c:33]54)[c:21]3[n:22][cH:23]2)[CH:8]([OH:9])[CH:12]1[OH:11])(=[O:34])=[O:35]. The reactants are CCOc1ccc(N)c([N+](=O)[O-])c1, O=C(O)c1ccccn1. Product: CCOc1ccc(NC(=O)c2ccccn2)c([N+](=O)[O-])c1. Reaction SMILES: [CH2:10]([CH3:11])[O:12][c:13]1[cH:14][c:15]([N+:20](=[O:21])[O-:22])[c:16]([NH2:17])[cH:18][cH:19]1.[OH:1][C:2](=[O:3])[c:4]1[cH:5][cH:6][cH:7][cH:8][n:9]1>>[C:2](=[O:3])([c:4]1[cH:5][cH:6][cH:7][cH:8][n:9]1)[NH:17][c:16]1[c:15]([N+:20](=[O:21])[O-:22])[cH:14][c:13]([O:12][CH2:10][CH3:11])[cH:19][cH:18]1. Product: CC1=NOC(=C1CN1S(C2=C(C1C1=C(N(C3=CC=CC=C13)CC(=O)O)C)C=CC(=C2)F)(=O)=O)C ({3-[2-(3,5-Dimethyl-isoxazol-4-ylmethyl)-6-fluoro-1,1-dioxo-2,3-dihydro-1H-1λ6-benzo[d]isothiazol-3-yl]-2-methyl-indol-1-yl}-acetic acid). As a reaction SMILES: C([O:5][C:6](=[O:30])[CH2:7][N:8]1[C:16]2[C:11](=[CH:12][CH:13]=[CH:14][CH:15]=2)[C:10]([CH:17]2[C:21]3[CH:22]=[CH:23][C:24]([F:26])=[CH:25][C:20]=3[S:19](=[O:28])(=[O:27])[NH:18]2)=[C:9]1[CH3:29])(C)(C)C.Cl[CH2:32][C:33]1[C:34]([CH3:39])=[N:35][O:36][C:37]=1[CH3:38]>>[CH3:39][C:34]1[C:33]([CH2:32][N:18]2[CH:17]([C:10]3[C:11]4[C:16](=[CH:15][CH:14]=[CH:13][CH:12]=4)[N:8]([CH2:7][C:6]([OH:5])=[O:30])[C:9]=3[CH3:29])[C:21]3[CH:22]=[CH:23][C:24]([F:26])=[CH:25][C:20]=3[S:19]2(=[O:28])=[O:27])=[C:37]([CH3:38])[O:36][N:35]=1. Procedure: The title compound was prepared by the method described for example 14 using the product from example 13, step e) and chloromethyl-3,5-dimethyl-isoxazole. 1H NMR (DMSO-d6) δ 13.1 (bs, 1H), 7.99 (dd, J=2.4, 7.5 Hz, 1H), 7.47 (dt, J=2.1, 8.8 Hz, 1H), 7.14-6.74 (m, 4H), 5.93 (s, 1H), 5.01 (s, 2H), 4.02 (d, J=15 Hz, 1H), 3.98 (d, 1H, J=15 Hz, 1H), 2.40 (s, 3H), 2.04 (s, 3H), 1.71 (s, 3H); MS: ESI (negative): 482 (M−H). The reactants are C(C)(C)(C)OC(CN1C(=C(C2=CC=CC=C12)C1NS(C2=C1C=CC(=C2)F)(=O)=O)C)=O ([3-(6-Fluoro-1,1-dioxo-2,3-dihydro-1H-1λ6-benzo[d]isothiazol-3-yl)-2-methyl-indol-1-yl]-acetic acid tert-butyl ester), ClCC=1C(=NOC1C)C (chloromethyl-3,5-dimethyl-isoxazole).